This data is from the Open Reaction Database (ORD), a public repository of structured organic reaction records. The task is: describe an organic reaction: reactants, conditions, products, and yield Run in CN(C)C=O (DMF), CN(C)C=O (DMF), CN(C)C=O (DMF), CN(C)C=O (DMF), CN(C)C=O (DMF), CN(C)C=O (DMF). The product is Cc1ccc(C(=O)Nc2ccc(Cl)cc2)cc1F. Starting materials: Cc1ccc(C(=O)O)cc1F, Nc1ccc(Cl)cc1. Isolated yield 41.8%. Reagents/catalysts: CCOP(=O)(OCC)ON1C(=O)C2=CC=CC=C2N=N1 (DEPBT), CCN(C(C)C)C(C)C (DIPEA). Reaction SMILES: Nc1ccc(Cl)cc1.Cc1ccc(C(=O)O)cc1F.CCOP(=O)(OCC)ON1C(=O)C2=CC=CC=C2N=N1.CCN(C(C)C)C(C)C.CN(C)C=O>>Cc1ccc(C(=O)Nc2ccc(Cl)cc2)cc1F. Run at temperature 25 celsius, time 2 hour.